Task: describe an organic reaction: reactants, conditions, products, and yield. Dataset: the Open Reaction Database (ORD), a public repository of structured organic reaction records Starting materials: CC(C)(C)OC(=O)N1CCC[C@@H]1C(=O)O (N-α-t-BOC-D-proline), O1CCCC1 (tetrahydrofuran). Run in CCOCC (ether). Yields the product OC[C@@H]1N(CCC1)C(=O)OC(C)(C)C ((R)-2-(hydroxymethyl)-1pyrrolidinecarboxylic acid, 1,1-dimethylethyl ester). As a reaction SMILES: [CH3:1][C:2]([O:5][C:6]([N:8]1[C@@H:12]([C:13](O)=[O:14])[CH2:11][CH2:10][CH2:9]1)=[O:7])([CH3:4])[CH3:3].O1CCCC1>CCOCC>[OH:14][CH2:13][C@H:12]1[CH2:11][CH2:10][CH2:9][N:8]1[C:6]([O:5][C:2]([CH3:4])([CH3:3])[CH3:1])=[O:7]. Reported procedure: In accordance with Scheme I, N-α-t-BOC-D-proline 2a is reacted in an ether solvent such as tetrahydrofuran at a temperature ranging from -2° C. to the reflux temperature of the solvent with 10M borane-methyl sulfide complex to produce (R)-2-(hydroxymethyl)-1pyrrolidinecarboxylic acid, 1,1-dimethylethyl ester 3a. Compound 3a in a chlorinated hydrocarbon solvent such as methylene chloride is treated with an oxidizing agent such as pyridinium chlorochromate, 4Å molecular sieves and glacial acetic a... Reactants: complex, COC(=O)C=1C=C(C2=C(S(CC3=C(O2)C(=CC(=C3)N3CCN(CC3)C(C)=O)Cl)(=O)=O)C1)C (2-(4-Acetyl-piperazin-1-yl)-4-chloro-6-methyl-10,10-dioxo-10,11-dihydro-5-oxa-10lambda*6*-thia-dibenzo[a,d]cycloheptene-8-carboxylic acid methyl ester), COC(=O)C=1C=C(C2=C(S(CC3=C(O2)C(=CC(=C3)N3CCN(CC3)C(C)=O)Cl)(=O)=O)C1)C (2-(4-Acetyl-piperazin-1-yl)-4-chloro-6-methyl-10,10-dioxo-10,11-dihydro-5-oxa-10lambda*6*-thia-dibenzo[a,d]cycloheptene-8-carboxylic acid methyl ester). Run in C1CCOC1 (THF). Run at temperature 60 celsius, time 2 hour. Product: ClC1=CC(=CC2=C1OC1=C(S(C2)(=O)=O)C=C(C=C1C)CO)N1CCN(CC1)CC ([4-Chloro-2-(4-ethyl-piperazin-1-yl)-6-methyl-10,10-dioxo-10,11-dihydro-5-oxa-10lambda*6*-thia-dibenzo[a,d]cyclohepten-8-yl]-methanol). Reaction SMILES: C[O:2][C:3]([C:5]1[CH:6]=[C:7]([CH3:32])[C:8]2[O:14][C:13]3[C:15]([Cl:28])=[CH:16][C:17]([N:19]4[CH2:24][CH2:23][N:22]([C:25](=O)[CH3:26])[CH2:21][CH2:20]4)=[CH:18][C:12]=3[CH2:11][S:10](=[O:30])(=[O:29])[C:9]=2[CH:31]=1)=O>C1COCC1>[Cl:28][C:15]1[C:13]2[O:14][C:8]3[C:7]([CH3:32])=[CH:6][C:5]([CH2:3][OH:2])=[CH:31][C:9]=3[S:10](=[O:29])(=[O:30])[CH2:11][C:12]=2[CH:18]=[C:17]([N:19]2[CH2:20][CH2:21][N:22]([CH2:25][CH3:26])[CH2:23][CH2:24]2)[CH:16]=1. Procedure details: Boranedimethylsulphide complex (0.85 mL, 8.7 mmol) was added at 10° C. to a stirred solution of 2-(4-acetyl-piperazin-1-yl)-4-chloro-6-methyl-10,10-dioxo-10,11-dihydro-5-oxa-lambda*6*-thia-dibenzo[a,d]cycloheptene-8-carboxylic acid (0.8 g, 1.7 mmol) [obtained by hydrolysis of compound of Example 21] in dry THF (70 mL) under nitrogen atmosphere. The reaction mixture was stirred at 60° C. for 2 h. Reaction mixture was cooled and quenched with methanol and the solvent was removed. Solid was suspend...